This data is from the Open Reaction Database (ORD), a public repository of structured organic reaction records. The task is: describe an organic reaction: reactants, conditions, products, and yield The product is COC1=CC=C(C=C1)C1=C(OC2=C(C(=CC=C2C1O)O)C)C (3-(4-methoxy-phenyl)-2,8-dimethyl-4H-chromene-4,7-diol). As a reaction SMILES: [OH:1][C:2]1[C:7]([CH3:8])=[C:6]([OH:9])[CH:5]=[CH:4][C:3]=1[C:10](=[O:20])[CH2:11][C:12]1[CH:17]=[CH:16][C:15]([O:18][CH3:19])=[CH:14][CH:13]=1.C([O-])([O-])=O.[K+].[K+].[C:27](OC(=O)C)(=O)[CH3:28]>CN(C=O)C.O>[CH3:19][O:18][C:15]1[CH:16]=[CH:17][C:12]([C:11]2[CH:10]([OH:20])[C:3]3[C:2](=[C:7]([CH3:8])[C:6]([OH:9])=[CH:5][CH:4]=3)[O:1][C:27]=2[CH3:28])=[CH:13][CH:14]=1 |f:1.2.3|. The solvent is O (water), CN(C)C=O (DMF). Reactants: OC1=C(C=CC(=C1C)O)C(CC1=CC=C(C=C1)OC)=O (1-(2,4-dihydroxy-3-methyl-phenyl)-2-(4-methoxy-phenyl)-ethanone), C(=O)([O-])[O-].[K+].[K+] (K2CO3), C(C)(=O)OC(C)=O (Acetic anhydride). Run at time 5 hour. Procedure: To a solution of 1-(2,4-dihydroxy-3-methyl-phenyl)-2-(4-methoxy-phenyl)-ethanone (1 eq) in anhydrous DMF was added K2CO3 (3 eq). Acetic anhydride (3 eq) was added dropwise to the solution, which was then refluxed, under nitrogen whilst stirring for 5 h. The solution was taken up in water and extracted using ethyl acetate, dried over MgSO4 and concentrated in vacuo to give 3-(4-methoxy-phenyl)-2,8-dimethyl-4H-chromene-4,7-diol as a yellow solid.